From a dataset of the Open Reaction Database (ORD), a public repository of structured organic reaction records. describe an organic reaction: reactants, conditions, products, and yield Starting materials: CC(=O)[O-], CCO, O=Cc1ccc(OC2CCCCCC2)cc1, Cl, NNC(N)=O, [Na+], O. The product is NC(=O)NN=Cc1ccc(OC2CCCCCC2)cc1. RXN SMILES: [CH3:24][C:25](=[O:26])[O-:27].[CH3:28][CH2:29][OH:30].[CH:1]1([O:8][c:9]2[cH:10][cH:11][c:12]([CH:13]=[O:14])[cH:15][cH:16]2)[CH2:2][CH2:3][CH2:4][CH2:5][CH2:6][CH2:7]1.[ClH:17].[NH2:18][NH:19][C:20](=[O:21])[NH2:22].[Na+:23].[OH2:31]>>[CH:1]1([O:8][c:9]2[cH:10][cH:11][c:12]([CH:13]=[N:18][NH:19][C:20](=[O:21])[NH2:22])[cH:15][cH:16]2)[CH2:2][CH2:3][CH2:4][CH2:5][CH2:6][CH2:7]1. Reactants: C(O)([O-])=O.[Na+] (sodium hydrogencarbonate), [F-].C(CCC)[N+](CCCC)(CCCC)CCCC (tetrabutylammonium fluoride), C(C)(C)(C)C(C=1C(=NC(=C(C1C1=CC=C(C=C1)F)C=NOC)C(C)C)C(C)C)O[SiH](C)C (3-(tert.-Butyldimethylsilyloxymethyl)-2,6-diisopropyl-4-(4-fluorophenyl)5-methoxyiminomethyl-pyridine). Solvent: O1CCCC1 (tetrahydrofuran), O1CCCC1 (tetrahydrofuran). Run at time 1 hour. Yields the product C(C)(C)C1=NC(=C(C(=C1CO)C1=CC=C(C=C1)F)C=NOC)C(C)C (2,6-Diisopropyl-4-(4-fluorophenyl)-3-hydroxymethyl-5-methoxyiminomethyl-pyridine). As a reaction SMILES: [F-].C([N+](CCCC)(CCCC)CCCC)CCC.C([CH:23]([O:47][SiH](C)C)[C:24]1[C:25]([CH:44]([CH3:46])[CH3:45])=[N:26][C:27]([CH:41]([CH3:43])[CH3:42])=[C:28]([CH:37]=[N:38][O:39][CH3:40])[C:29]=1[C:30]1[CH:35]=[CH:34][C:33]([F:36])=[CH:32][CH:31]=1)(C)(C)C.C(=O)([O-])O.[Na+]>O1CCCC1>[CH:44]([C:25]1[C:24]([CH2:23][OH:47])=[C:29]([C:30]2[CH:35]=[CH:34][C:33]([F:36])=[CH:32][CH:31]=2)[C:28]([CH:37]=[N:38][O:39][CH3:40])=[C:27]([CH:41]([CH3:43])[CH3:42])[N:26]=1)([CH3:46])[CH3:45] |f:0.1,3.4|. Procedure: 3.3 ml (3.3 mmol) of 1 M tetrabutylammonium fluoride solution in tetrahydrofuran is added to a solution of 1.5 g (3.3 mmol) of the compound from Example 1 in 15 ml of absolute tetrahydrofuran and the mixture is stirred at room temperature for 1 hour. Saturated sodium hydrogencarbonate solution is then added to the reaction solution and it is extracted several times with methylene chloride. The combined organic phases are dried (MgSO4), concentrated and then filtered through silica gel. The reactants are [BH4-], CC(C)CC(NC(=O)OCc1ccccc1)C(=O)O, CO, CC(=O)Cl, [Na+]. Product: CC(C)CC(NC(=O)OCc1ccccc1)C(O)CCl. RXN SMILES: [BH4-:24].[C:5](=[O:6])([O:7][CH2:8][c:9]1[cH:10][cH:11][cH:12][cH:13][cH:14]1)[NH:15][CH:16]([CH2:17][CH:18]([CH3:19])[CH3:20])[C:21](=[O:22])[OH:23].[CH3:26][OH:27].[Cl:1][C:2]([CH3:3])=[O:4].[Na+:25]>>[Cl:1][CH2:2][CH:21]([CH:16]([NH:15][C:5](=[O:6])[O:7][CH2:8][c:9]1[cH:10][cH:11][cH:12][cH:13][cH:14]1)[CH2:17][CH:18]([CH3:19])[CH3:20])[OH:23]. Starting materials: ClCC1=NC2=CC=CC=C2C(N1C1=C(C=CC=C1)C(=O)OC)=O (2-chloromethyl-3-(2-methoxycarbonyl-phenyl)-4H-quinazolin-4-one), C1(=CC=CC=C1)CCN (2-phenylethylamine). Run in COCCO (ethylene glycol monomethyl ether). The product is C1(=CC=CC=C1)CCN1CC=2N(C3=C(C1=O)C=CC=C3)C(C=3C=CC=CC3N2)=O (6-(2-phenylethyl)-6,7-dihydro-5H,13H-quinazolino[3,2-a][1,4]benzodiazepine-5,13-dione). The yield is 30.4%. RXN SMILES: Cl[CH2:2][C:3]1[N:12]([C:13]2[CH:18]=[CH:17][CH:16]=[CH:15][C:14]=2[C:19](OC)=[O:20])[C:11](=[O:23])[C:10]2[C:5](=[CH:6][CH:7]=[CH:8][CH:9]=2)[N:4]=1.[C:24]1([CH2:30][CH2:31][NH2:32])[CH:29]=[CH:28][CH:27]=[CH:26][CH:25]=1>COCCO>[C:24]1([CH2:30][CH2:31][N:32]2[C:19](=[O:20])[C:14]3[CH:15]=[CH:16][CH:17]=[CH:18][C:13]=3[N:12]3[C:11](=[O:23])[C:10]4[CH:9]=[CH:8][CH:7]=[CH:6][C:5]=4[N:4]=[C:3]3[CH2:2]2)[CH:29]=[CH:28][CH:27]=[CH:26][CH:25]=1. Reported procedure: 16.4 g (0.05 mol) of 2-chloromethyl-3-(2-methoxycarbonyl-phenyl)-4H-quinazolin-4-one and 12.1 g (0.1 mol) of 2-phenylethylamine in 100 ml of ethylene glycol monomethyl ether are heated to 100° C. for 5 hours. The solvent is evaporated off on a Rotavapor and 100 ml of water are added to the semi-solid residue. The colourless crystals are filtered off and washed with hot methanol. 5.8 g (30.5% of theory) of 6-(2-phenylethyl)-6,7-dihydro-5H,13H-quinazolino[3,2-a][1,4]benzodiazepine-5,13-dione are o... The reactants are formula III, C(#N)CC(=O)OCC (ethyl cyanoacetate), CC(=O)C1=C(C=C(C=C1)F)Cl (2-chloro-4-fluoroacetophenone). Yields the product FC1=CC=C(C(CC(C(=O)OCC)C#N)=O)C=C1 (ethyl 2-(4-fluorophenacyl)cyanoacetate). Reaction SMILES: [C:1]([CH2:3][C:4]([O:6][CH2:7][CH3:8])=[O:5])#[N:2].[CH3:9][C:10]([C:12]1[CH:17]=[CH:16][C:15]([F:18])=[CH:14][C:13]=1Cl)=[O:11]>>[F:18][C:15]1[CH:16]=[CH:17][C:12]([C:10](=[O:11])[CH2:9][CH:3]([C:1]#[N:2])[C:4]([O:6][CH2:7][CH3:8])=[O:5])=[CH:13][CH:14]=1. Procedure: The compound of formula III, when n and p are equal to 1 and q is equal to 1, is prepared from ethyl cyanoacetate and 2-chloro-4-fluoroacetophenone. The ethyl 2-(4-fluorophenacyl)cyanoacetate thereby obtained is then reacted with anhydrous ethylene glycol to obtain 2-[2-(2-cyanoethoxycarbonyl) ethyl]-2-(4-fluorophenyl)-l,3-dioxolane. Hydrogenation of the latter compound leads to 2-[2-(2-aminomethylethoxycarbonyl)ethyl]-2-(4-fluorophenyl)- 1,3-dioxolane, which is reacted with methylmagnesium iodi... Reactants: C(C)(C)N(CCNC(=O)NCCNC(OCC1=CC=CC=C1)=O)C(C)C (benzyl 2-[({[2-(diisopropylamino)ethyl]amino}carbonyl)amino]ethylcarbamate). The reagents and catalysts are [OH-].[Pd+2].[OH-] (palladium (II) hydroxide). Solvent: C(C)O (ethanol). The product is N (ammonia), NCCNC(=O)NCCN(C(C)C)C(C)C (N-(2-Aminoethyl)-N′-[2-(diisopropylamino)ethyl]urea). The yield is 216.3%. RXN SMILES: [CH:1]([N:4]([CH:24]([CH3:26])[CH3:25])[CH2:5][CH2:6][NH:7][C:8]([NH:10][CH2:11][CH2:12][NH:13]C(=O)OCC1C=CC=CC=1)=[O:9])([CH3:3])[CH3:2]>C(O)C.[OH-].[Pd+2].[OH-]>[NH3:4].[NH2:13][CH2:12][CH2:11][NH:10][C:8]([NH:7][CH2:6][CH2:5][N:4]([CH:24]([CH3:26])[CH3:25])[CH:1]([CH3:2])[CH3:3])=[O:9] |f:2.3.4|. Procedure details: A solution of benzyl 2-[({[2-(diisopropylamino)ethyl]amino}carbonyl)amino]ethylcarbamate (Preparation 50) (6.25 g, 14.45 mmol) in ethanol (100 ml) was hydrogenated at room temperature over palladium (II) hydroxide (250 mg) for 4 hours at 414 KPa. The catalyst was removed by filtration through Arbocel (trade mark) and solvent evaporated under reduced pressure. The residue was purified by column chromatography on silica gel eluting with a gradient system of dichloromethane:methanol:concentrated aq...